Dataset: the Open Reaction Database (ORD), a public repository of structured organic reaction records. Task: describe an organic reaction: reactants, conditions, products, and yield Reactants: C(C)C1=NC=C2C(NC=3C(=NC=NC3N21)N(C)CCOCC2=CC=CC=C2)=O (9-Ethyl-4-[(2-(phenylmethoxy)ethyl)methylamino]imidazo[5,1-h]pteridin-6(5H)-one), CO (methanol), [OH-].[Na+] (NaOH). Reagents/catalysts: [Pd] (palladium on carbon). Product: C(C)C1=NC=C2C(NC=3C(=NC=NC3N21)N(C)CCO)=O (9-Ethyl-4-[(2-hydroxyethyl)methylamino]imidazo[5,1-h]pteridin-6(5H)-one). As a reaction SMILES: [CH2:1]([C:3]1[N:15]2[C:6]([C:7](=[O:28])[NH:8][C:9]3[C:10]([N:16]([CH2:18][CH2:19][O:20]CC4C=CC=CC=4)[CH3:17])=[N:11][CH:12]=[N:13][C:14]=32)=[CH:5][N:4]=1)[CH3:2].CO.[OH-].[Na+]>[Pd]>[CH2:1]([C:3]1[N:15]2[C:6]([C:7](=[O:28])[NH:8][C:9]3[C:10]([N:16]([CH2:18][CH2:19][OH:20])[CH3:17])=[N:11][CH:12]=[N:13][C:14]=32)=[CH:5][N:4]=1)[CH3:2] |f:2.3|. Procedure: Prepared by hydrogenation of the product of Example 24 with palladium on carbon in methanol containing 1.1 eq. NaOH at 50 psi for 8 hours. Yields the product Cl, CC1(C)OB(O)c2cc(CN)ccc21. The reactants are CO, Cl, CC(C)(C)OC(=O)NCc1ccc2c(c1)B(O)OC2(C)C. Reaction SMILES: [CH3:23][OH:24].[ClH:22].[OH:1][B:2]1[O:3][C:4]([CH3:20])([CH3:21])[c:5]2[c:6]1[cH:7][c:8]([CH2:11][NH:12][C:13](=[O:14])[O:15][C:16]([CH3:17])([CH3:18])[CH3:19])[cH:9][cH:10]2>>[ClH:22].[OH:1][B:2]1[O:3][C:4]([CH3:20])([CH3:21])[c:5]2[c:6]1[cH:7][c:8]([CH2:11][NH2:12])[cH:9][cH:10]2. Reactants: CC(C)(C)OC(=O)Nc1ccc(C=O)cn1, CCOC(=O)CC(=O)OCC, C1CCNCC1, ClCCl, CC(=O)O, CCCCCCC, CN(C)C=O. Product: CCOC(=O)C(=Cc1ccc(NC(=O)OC(C)(C)C)nc1)C(=O)OCC. Reaction SMILES: [C:12]([CH3:13])([CH3:14])([CH3:15])[O:16][C:17]([NH:18][c:19]1[n:20][cH:21][c:22]([CH:25]=[O:26])[cH:23][cH:24]1)=[O:27].[C:1]([CH2:2][C:3](=[O:4])[O:5][CH2:6][CH3:7])(=[O:8])[O:9][CH2:10][CH3:11].[CH2:28]1[CH2:29][CH2:30][NH:31][CH2:32][CH2:33]1.[CH2:38]([Cl:39])[Cl:40].[CH3:34][C:35](=[O:36])[OH:37].[CH3:46][CH2:47][CH2:48][CH2:49][CH2:50][CH2:51][CH3:52].[O:41]=[CH:42][N:43]([CH3:44])[CH3:45]>>[C:1]([C:2]([C:3](=[O:4])[O:5][CH2:6][CH3:7])=[CH:25][c:22]1[cH:21][n:20][c:19]([NH:18][C:17]([O:16][C:12]([CH3:13])([CH3:14])[CH3:15])=[O:27])[cH:24][cH:23]1)(=[O:8])[O:9][CH2:10][CH3:11]. Starting materials: OCC(COC1=CC(=C(C=O)C=C1C=1SC=CC1)OC)CO (4-(3-hydroxy-2-hydroxymethyl-propoxy)-2-methoxy-5-thiophen-2-yl-benzaldehyde), C(C)(=O)C1=CC=C(C=C1)S(=O)(=O)N (4-acetyl-benzenesulfonamide). Product: OCC(COC1=CC(=C(C=C1C=1SC=CC1)/C=C/C(=O)C1=CC=C(C=C1)S(=O)(=O)N)OC)CO (4-{3E-[4-(3-Hydroxy-2-hydroxymethyl-propoxy)-2-methoxy-5-thiophen-2-yl-phenyl]-acryloyl}-benzenesulfonamide). The yield is 72.0%. RXN SMILES: [OH:1][CH2:2][CH:3]([CH2:21][OH:22])[CH2:4][O:5][C:6]1[C:13]([C:14]2[S:15][CH:16]=[CH:17][CH:18]=2)=[CH:12][C:9]([CH:10]=O)=[C:8]([O:19][CH3:20])[CH:7]=1.[C:23]([C:26]1[CH:31]=[CH:30][C:29]([S:32]([NH2:35])(=[O:34])=[O:33])=[CH:28][CH:27]=1)(=[O:25])[CH3:24]>>[OH:1][CH2:2][CH:3]([CH2:21][OH:22])[CH2:4][O:5][C:6]1[C:13]([C:14]2[S:15][CH:16]=[CH:17][CH:18]=2)=[CH:12][C:9](/[CH:10]=[CH:24]/[C:23]([C:26]2[CH:27]=[CH:28][C:29]([S:32]([NH2:35])(=[O:34])=[O:33])=[CH:30][CH:31]=2)=[O:25])=[C:8]([O:19][CH3:20])[CH:7]=1. Reported procedure: The title compound was prepared by condensing 4-(3-hydroxy-2-hydroxymethyl-propoxy)-2-methoxy-5-thiophen-2-yl-benzaldehyde (Ex-50C) and 4-acetyl-benzenesulfonamide (Ex-26A) in a similar manner as described in Ex-22. Yellow solid, 72% yield, mp 191–192° C. 1H-NMR (300 MHz, DMSO-d6) δ 8.29–8.32 (m, 3H), 8.09 (d, 1H, J=16.0 Hz), 7.99 (d, 2H, J=8.1 Hz), 7.92 (d, 1H, J=16.0 Hz), 7.70 (d, 1H, J=3.3 Hz), 7.53–7.56 (m, 3H), 7.14 (dd, 1H, J=5.4, 3.3 Hz), 6.87 (s, 1H), 4.61 (t, 2H, J=5.1 Hz), 4.28 (d, 2H,... Reactants: [Br-], CCOC(=O)C(Br)C(=O)OCC, CCCC[N+](CCCC)(CCCC)CCCC, [Na+], [OH-], O, c1ccccc1, c1ccc2[nH]ccc2c1. Product: CCOC(=O)C(C(=O)OCC)n1ccc2ccccc21. Reaction SMILES: [Br-:31].[Br:1][CH:2]([C:3](=[O:4])[O:5][CH2:6][CH3:7])[C:8](=[O:9])[O:10][CH2:11][CH3:12].[CH2:32]([N+:33]([CH2:34][CH2:35][CH2:36][CH3:37])([CH2:38][CH2:39][CH2:40][CH3:41])[CH2:42][CH2:43][CH2:44][CH3:45])[CH2:46][CH2:47][CH3:48].[Na+:23].[OH-:22].[OH2:30].[cH:24]1[cH:25][cH:26][cH:27][cH:28][cH:29]1.[nH:13]1[cH:14][cH:15][c:16]2[cH:17][cH:18][cH:19][cH:20][c:21]12>>[CH:2]([C:3](=[O:4])[O:5][CH2:6][CH3:7])([C:8](=[O:9])[O:10][CH2:11][CH3:12])[n:13]1[cH:14][cH:15][c:16]2[cH:17][cH:18][cH:19][cH:20][c:21]12.